From a dataset of the Open Reaction Database (ORD), a public repository of structured organic reaction records. describe an organic reaction: reactants, conditions, products, and yield Starting materials: CC(NC(=O)c1cnc2n1C(C)(Cc1ccc(Br)cc1)C(=O)N2c1cc(Cl)cc(Cl)c1)C(=O)OC(C)(C)C, ClCCl, O=C(O)C(F)(F)F. Yields the product CC(NC(=O)c1cnc2n1C(C)(Cc1ccc(Br)cc1)C(=O)N2c1cc(Cl)cc(Cl)c1)C(=O)O. As a reaction SMILES: [C:1]([CH3:2])([CH3:3])([CH3:4])[O:5][C:6]([CH:7]([CH3:8])[NH:9][C:10](=[O:11])[c:12]1[cH:13][n:14][c:15]2[n:16]1[C:17]([CH3:29])([CH2:30][c:31]1[cH:32][cH:33][c:34]([Br:37])[cH:35][cH:36]1)[C:18](=[O:28])[N:19]2[c:20]1[cH:21][c:22]([Cl:27])[cH:23][c:24]([Cl:26])[cH:25]1)=[O:38].[Cl:46][CH2:47][Cl:48].[F:39][C:40]([F:41])([F:42])[C:43]([OH:44])=[O:45]>>[O:5]=[C:6]([CH:7]([CH3:8])[NH:9][C:10](=[O:11])[c:12]1[cH:13][n:14][c:15]2[n:16]1[C:17]([CH3:29])([CH2:30][c:31]1[cH:32][cH:33][c:34]([Br:37])[cH:35][cH:36]1)[C:18](=[O:28])[N:19]2[c:20]1[cH:21][c:22]([Cl:27])[cH:23][c:24]([Cl:26])[cH:25]1)[OH:38]. Starting materials: O=C1N(C2=C(C=CC=C2C1)C(=O)O)CC1=CC=C(C=C1)C(F)(F)F (2-oxo-1-(4-trifluoromethyl-benzyl)-2,3-dihydro-1H-indole-7-carboxylic acid), COC(C1=CC=C(C=C1)C(C)N)=O ((±)4-(1-amino-ethyl)-benzoic acid methyl ester), HOBT hydrate, Cl.C(C)N=C=NCCCN(C)C (ethyl-dimethylaminopropyl-carbodiimide hydrochloride), CN1CCOCC1 (N-methylmorpholine), [Li+].[OH-] (LiOH). Run in C1CCOC1 (THF), CN(C)C=O (DMF), CO (MeOH). Run at time 16 hour. Yields the product O=C1N(C2=C(C=CC=C2C1)C(=O)NC1(CC1)C1=CC=C(C(=O)O)C=C1)CC1=CC=C(C=C1)C(F)(F)F (4-(1-{[2-Oxo-1-(4-trifluoromethylbenzyl)-2,3-dihydro-1H-indole-7-carbonyl]-amino}-cyclopropyl)-benzoic acid). Isolated yield 42.4%. As a reaction SMILES: [O:1]=[C:2]1[CH2:10][C:9]2[C:4](=[C:5]([C:11]([OH:13])=O)[CH:6]=[CH:7][CH:8]=2)[N:3]1[CH2:14][C:15]1[CH:20]=[CH:19][C:18]([C:21]([F:24])([F:23])[F:22])=[CH:17][CH:16]=1.C[O:26][C:27](=[O:37])[C:28]1[CH:33]=[CH:32][C:31]([CH:34]([NH2:36])[CH3:35])=[CH:30][CH:29]=1.Cl.[CH2:39](N=C=NCCCN(C)C)C.CN1CCOCC1.[Li+].[OH-]>CN(C=O)C.C1COCC1.CO>[O:1]=[C:2]1[CH2:10][C:9]2[C:4](=[C:5]([C:11]([NH:36][C:34]3([C:31]4[CH:32]=[CH:33][C:28]([C:27]([OH:26])=[O:37])=[CH:29][CH:30]=4)[CH2:39][CH2:35]3)=[O:13])[CH:6]=[CH:7][CH:8]=2)[N:3]1[CH2:14][C:15]1[CH:16]=[CH:17][C:18]([C:21]([F:23])([F:24])[F:22])=[CH:19][CH:20]=1 |f:2.3,5.6|. Procedure: A mixture of 0.40 g of 2-oxo-1-(4-trifluoromethyl-benzyl)-2,3-dihydro-1H-indole-7-carboxylic acid, 0.29 g of (±)4-(1-amino-ethyl)-benzoic acid methyl ester, 0.19 g of HOBT-hydrate, 0.30 g of ethyl-dimethylaminopropyl-carbodiimide hydrochloride (EDC1) and 0.150 ml of N-methylmorpholine in 7 ml of DMF was stirred at room temperature for 16 h. The reaction was then quenched with 10 ml of water and 5 ml of sat. NaHCO3 solution. The resulting mixture extracted with 25 ml of EtOAc. The organic layer w...